This data is from the Open Reaction Database (ORD), a public repository of structured organic reaction records. The task is: describe an organic reaction: reactants, conditions, products, and yield The reactants are FC=1C=C(C=CC1)N1N=C(N=N1)C(=O)O (2-(3-fluoro-phenyl)-2H-tetrazole-5-carboxylic acid), C(C)(C)(C)OC(=O)N1CC(NCC1)(C)C (3,3-dimethyl-piperazine-1-carboxylic acid tert-butyl ester), FC(C(=O)O)(F)F.CC1(N(CCNC1)C(=O)C1=NN(C=N1)C1=CC=CC=C1)C ((2,2-dimethyl-piperazin-1-yl)-(1-phenyl-1-H-[1,2,4]-triazol-3-yl)-methanone trifluoroacetate). Product: FC(C(=O)O)(F)F.CC1(N(CCNC1)C(=O)C=1N=NN(N1)C1=CC(=CC=C1)F)C ((2,2-Dimethyl-piperazin-1-yl)-[2-(3-fluoro-phenyl)-2H-tetrazol-5-yl]-methanone trifluoroacetate). As a reaction SMILES: [F:1][C:2]1[CH:3]=[C:4]([N:8]2[N:12]=[N:11][C:10]([C:13]([OH:15])=O)=[N:9]2)[CH:5]=[CH:6][CH:7]=1.C(OC([N:23]1[CH2:28][CH2:27][NH:26][C:25]([CH3:30])([CH3:29])[CH2:24]1)=O)(C)(C)C.[F:31][C:32]([F:37])([F:36])[C:33]([OH:35])=[O:34].CC1(C)CNCCN1C(C1N=CN(C2C=CC=CC=2)N=1)=O>>[F:31][C:32]([F:37])([F:36])[C:33]([OH:35])=[O:34].[CH3:29][C:25]1([CH3:30])[CH2:24][NH:23][CH2:28][CH2:27][N:26]1[C:13]([C:10]1[N:11]=[N:12][N:8]([C:4]2[CH:5]=[CH:6][CH:7]=[C:2]([F:1])[CH:3]=2)[N:9]=1)=[O:15] |f:2.3,4.5|. Procedure: This intermediate was prepared from 2-(3-fluoro-phenyl)-2H-tetrazole-5-carboxylic acid and 3,3-dimethyl-piperazine-1-carboxylic acid tert-butyl ester in two steps according to the preparation of (2,2-dimethyl-piperazin-1-yl)-(1-phenyl-1-H-[1,2,4]-triazol-3-yl)-methanone trifluoroacetate. Reactants: CC1(OC2=C(C1)C=CC=C2CO)C (2,3-dihydro-2,2-dimethylbenzofuran-7-ylmethanol), Cl (hydrochloric acid). The solvent is O (water). Conditions: time 0.75 hour. Yields the product ClCC1=CC=CC=2CC(OC21)(C)C (7-chloromethyl-2,3-dihydro-2,2-dimethylbenzofuran). RXN SMILES: [CH3:1][C:2]1([CH3:13])[CH2:6][C:5]2[CH:7]=[CH:8][CH:9]=[C:10]([CH2:11]O)[C:4]=2[O:3]1.[ClH:14]>O>[Cl:14][CH2:11][C:10]1[C:4]2[O:3][C:2]([CH3:13])([CH3:1])[CH2:6][C:5]=2[CH:7]=[CH:8][CH:9]=1. Reported procedure: A mixture of 2,3-dihydro-2,2-dimethylbenzofuran-7-ylmethanol (6.3 grams, 0.035 mole) and concentrated hydrochloric acid (38%) was stirred at ambient temperature for 0.75 hour. The reaction mixture was diluted with water (50 ml) and extracted with diethyl ether. The extract was washed successively with a 10% aqueous solution of sodium hydroxide and a saturated aqueous sodium chloride solution. The dried (sodium sulfate) extract was concentrated under reduced pressure, yielding 7-chloromethyl-2,3-... Reaction SMILES: [C:1]([C:5]1[CH:17]=[CH:16][C:15]2[C:14]3[C:9](=[CH:10][C:11]([C:18]([CH3:21])([CH3:20])[CH3:19])=[CH:12][CH:13]=3)[CH2:8][C:7]=2[CH:6]=1)([CH3:4])([CH3:3])[CH3:2].C([Li])CCC.CCCCCC.C(C1C=C(C)C(=[C:42]([C:49]2[CH:54]=[CH:53][CH:52]=[CH:51][CH:50]=2)[C:43]2[CH:48]=[CH:47][CH:46]=[CH:45][CH:44]=2)C=1)(C)(C)C.Cl>C(OCC)C>[C:1]([C:5]1[CH:17]=[CH:16][C:15]2[C:14]3[C:9](=[CH:10][C:11]([C:18]([CH3:21])([CH3:20])[CH3:19])=[CH:12][CH:13]=3)[CH2:8][C:7]=2[C:6]=1[CH:42]([C:43]1[CH:48]=[CH:47][CH:46]=[CH:45][CH:44]=1)[C:49]1[CH:54]=[CH:53][CH:52]=[CH:51][CH:50]=1)([CH3:4])([CH3:3])[CH3:2] |f:1.2|. Yield: 31.0%. Reported procedure: In a 200 ml three-necked flask equipped with a magnetic stirrer chip and three-way cock thoroughly purged with nitrogen, 2.53 g of 2,7-di-tert-butyl-fluorene (9.10 mmol) was dissolved in 70 ml of dehydrated diethyl ether in a nitrogen atmosphere. To the solution, 6.4 ml of a n-butyl lithium/hexane solution (1.56M: 9.98 mmol) was gradually added dropwise in an ice bath and stirred at room temperature over night. To the reaction solution, a solution prepared by dissolving 3.01 g of 3-tert-butyl-1-... The solvent is C(C)OCC (diethyl ether), C(C)OCC (diethyl ether), C(C)OCC (diethyl ether). Product: C(C)(C)(C)C1=C(C=2CC3=CC(=CC=C3C2C=C1)C(C)(C)C)C(C1=CC=CC=C1)C1=CC=CC=C1 ((2,7-di-tert-butyl-fluorenyl)diphenylmethane), solid. Starting materials: C(C)(C)(C)C=1C=C(C(C1)=C(C1=CC=CC=C1)C1=CC=CC=C1)C (3-tert-butyl-1-methyl-6,6-diphenyl fulvene), Cl (hydrochloric acid), C(C)(C)(C)C1=CC=2CC3=CC(=CC=C3C2C=C1)C(C)(C)C (2,7-di-tert-butyl-fluorene), C(CCC)[Li].CCCCCC (n-butyl lithium hexane).